Dataset: the Open Reaction Database (ORD), a public repository of structured organic reaction records. Task: describe an organic reaction: reactants, conditions, products, and yield The reactants are BrC=1C=CC=2N3C4=C(C=C(C=C4C2C1)O)C(C(=C3)C)=O (10-bromo-2-hydroxy-5-methyl-4H-pyrido[3,2,1-jk]carbazole-4-one), ice water, C([O-])([O-])=O.[K+].[K+] (potassium carbonate), BrCC(CCC)=O (1-bromo-2-pentanone). Solvent: CS(=O)C (dimethyl sulfoxide). Run at time 30 minute. Yields the product BrC=1C=CC=2N3C4=C(C=C(C=C4C2C1)OCC(CCC)=O)C(C(=C3)C)=O (10-bromo-2-(2-oxopentyloxy)-5-methyl-4H-pyrido[3,2,1-jk]carbazole-4-one). Isolated yield 47.8%. As a reaction SMILES: [Br:1][C:2]1[CH:3]=[CH:4][C:5]2[N:6]3[CH:18]=[C:17]([CH3:19])[C:16](=[O:20])[C:8]4[CH:9]=[C:10]([OH:15])[CH:11]=[C:12]([C:13]=2[CH:14]=1)[C:7]3=4.C(=O)([O-])[O-].[K+].[K+].Br[CH2:28][C:29](=[O:33])[CH2:30][CH2:31][CH3:32]>CS(C)=O>[Br:1][C:2]1[CH:3]=[CH:4][C:5]2[N:6]3[CH:18]=[C:17]([CH3:19])[C:16](=[O:20])[C:8]4[CH:9]=[C:10]([O:15][CH2:28][C:29](=[O:33])[CH2:30][CH2:31][CH3:32])[CH:11]=[C:12]([C:13]=2[CH:14]=1)[C:7]3=4 |f:1.2.3|. Reported procedure: 10-bromo-2-hydroxy-5-methyl-4H-pyrido[3,2,1-jk]carbazole-4-one (250 mg) obtained in Example 49 was suspended in dimethyl sulfoxide (10 ml), and potassium carbonate (210 mg) was added to the suspension. The mixture was stirred at room temperature for 30 minutes and 1-bromo-2-pentanone (188 mg) was added to the mixture. The mixture was stirred at room temperature for 12 hours, and the reaction mixture was poured into ice water (500 ml), and extracted with ethyl acetate. The ethyl acetate layer was... Starting materials: COC(=O)CC(=O)c1cc(CN2CCOCC2)sc1Cl, Cl, O=N[O-], Nc1ccccc1, [Na+], O, c1ccncc1. The product is COC(=O)C(=NNc1ccccc1)C(=O)c1cc(CN2CCOCC2)sc1Cl. As a reaction SMILES: [Cl:12][c:13]1[s:14][c:15]([CH2:25][N:26]2[CH2:27][CH2:28][O:29][CH2:30][CH2:31]2)[cH:16][c:17]1[C:18]([CH2:19][C:20](=[O:21])[O:22][CH3:23])=[O:24].[ClH:32].[N:8]([O-:9])=[O:10].[NH2:1][c:2]1[cH:3][cH:4][cH:5][cH:6][cH:7]1.[Na+:11].[OH2:33].[cH:34]1[cH:35][cH:36][n:37][cH:38][cH:39]1>>[NH:1]([c:2]1[cH:3][cH:4][cH:5][cH:6][cH:7]1)[N:8]=[C:19]([C:18]([c:17]1[c:13]([Cl:12])[s:14][c:15]([CH2:25][N:26]2[CH2:27][CH2:28][O:29][CH2:30][CH2:31]2)[cH:16]1)=[O:24])[C:20](=[O:21])[O:22][CH3:23]. The reactants are O=C([O-])[O-], CN(C)C=O, ClCc1noc(-c2ccccc2)n1, [K+], [K+], O, CCOC(=O)CCCCC(=NOCc1ccc(O)cc1)c1ccccc1. Yields the product CCOC(=O)CCCCC(=NOCc1ccc(OCc2noc(-c3ccccc3)n2)cc1)c1ccccc1. Reaction SMILES: [C:40](=[O:41])([O-:42])[O-:43].[CH3:46][N:47]([CH3:48])[CH:49]=[O:50].[Cl:1][CH2:2][c:3]1[n:4][o:5][c:6](-[c:8]2[cH:9][cH:10][cH:11][cH:12][cH:13]2)[n:7]1.[K+:44].[K+:45].[OH2:51].[OH:14][c:15]1[cH:16][cH:17][c:18]([CH2:19][O:20][N:21]=[C:22]([CH2:23][CH2:24][CH2:25][CH2:26][C:27](=[O:28])[O:29][CH2:30][CH3:31])[c:32]2[cH:33][cH:34][cH:35][cH:36][cH:37]2)[cH:38][cH:39]1>>[CH2:2]([c:3]1[n:4][o:5][c:6](-[c:8]2[cH:9][cH:10][cH:11][cH:12][cH:13]2)[n:7]1)[O:14][c:15]1[cH:16][cH:17][c:18]([CH2:19][O:20][N:21]=[C:22]([CH2:23][CH2:24][CH2:25][CH2:26][C:27](=[O:28])[O:29][CH2:30][CH3:31])[c:32]2[cH:33][cH:34][cH:35][cH:36][cH:37]2)[cH:38][cH:39]1. Starting materials: [OH-].[NH4+] (ammonium hydroxide), NC1=NC2=NC=C(C=C2C=C1)C=1NC=CN1 (2-amino-6-(2-imidazolyl)-1,8-naphthyridine), N(=O)[O-].[Na+] (sodium nitrite), N(=O)[O-].[Na+] (sodium nitrite). Solvent: O (water), S(O)(O)(=O)=O (sulphuric acid). Yields the product N1C(=NC=C1)C=1C=C2C=CC(NC2=NC1)=O (6-(2-imidazolyl)-1,8-naphthyridin-2(1H)-one). Reaction SMILES: N[C:2]1[CH:11]=[CH:10][C:9]2[C:4](=[N:5][CH:6]=[C:7]([C:12]3[NH:13][CH:14]=[CH:15][N:16]=3)[CH:8]=2)[N:3]=1.N([O-])=[O:18].[Na+].[OH-].[NH4+]>S(=O)(=O)(O)O.O>[NH:16]1[CH:15]=[CH:14][N:13]=[C:12]1[C:7]1[CH:8]=[C:9]2[C:4](=[N:5][CH:6]=1)[NH:3][C:2](=[O:18])[CH:11]=[CH:10]2 |f:1.2,3.4|. Procedure: To a mixture of 2-amino-6-(2-imidazolyl)-1,8-naphthyridine (211 mg., 1 mmole) in 40% sulphuric acid (2.5 ml.) at 5° C. is added with stirring sodium nitrite (69 mg., 1 mmole). The solution is allowed to warm to room temperature and then heated at 50° C. for 4 hours. The reaction mixture then is cooled to 5° C. and more sodium nitrite (40 mg., 0.57 mmole) added to ensure reaction goes to completion. The mixture then is heated at 50° C. for two hours, cooled to room temperature, diluted with water...